Dataset: the Open Reaction Database (ORD), a public repository of structured organic reaction records. Task: describe an organic reaction: reactants, conditions, products, and yield The reactants are CN1N=NN=C1C (1,5-dimethyltetrazole), C(CCC)[Li] (n-butyl lithium), FC1=CC=C(C(=O)C2=CC=C(C=C2)F)C=C1 (4,4'-difluorobenzophenone). The solvent is O1CCCC1 (tetrahydrofuran). Run at temperature -50 celsius, time 0.25 hour. Yields the product FC1=CC=C(C=C1)C(CC1=NN=NN1C)(O)C1=CC=C(C=C1)F (1,1-Bis(4-fluorophenyl)-2-(1-methyl-1H-tetrazol-5-yl)ethanol). Isolated yield 79.0%. As a reaction SMILES: [CH3:1][N:2]1[C:6]([CH3:7])=[N:5][N:4]=[N:3]1.C([Li])CCC.[F:13][C:14]1[CH:28]=[CH:27][C:17]([C:18]([C:20]2[CH:25]=[CH:24][C:23]([F:26])=[CH:22][CH:21]=2)=[O:19])=[CH:16][CH:15]=1>O1CCCC1>[F:13][C:14]1[CH:28]=[CH:27][C:17]([C:18]([C:20]2[CH:25]=[CH:24][C:23]([F:26])=[CH:22][CH:21]=2)([OH:19])[CH2:7][C:6]2[N:2]([CH3:1])[N:3]=[N:4][N:5]=2)=[CH:16][CH:15]=1. Procedure details: To a solution of 1,5-dimethyltetrazole (0.98 g, 10.0 mmoles) in tetrahydrofuran (20 mL) at -30° C. was added n-butyl lithium (4.7 mL of 2.14M solution, 10.0 mmoles). After stirring for 0.25 hour, the solution was cooled to -50° C. and 4,4'-difluorobenzophenone (1.74 g, 8.0 mmoles) was added. After stirring for 1 hour at -50° C. and 1 hour at -10° C., the reaction was quenched with 1N hydrochloric acid. The mixture was extracted with methylene chloride, dried and evaporated in vacuo. The residue ... Starting materials: CS(=O)(=O)C1=NC=CC(=C1)[C@H](CC=O)NC(=O)C=1C2=C(C=NC1)N(N=C2)C2=CC=C(C=C2)F (1-(4-fluorophenyl)-1H-pyrazolo[3,4-c]pyridine-4-carboxylic acid[(S)-1-(2-methanesulfonyl-pyridin-4-yl)-3-oxo-propyl]-amide), CC(C)=CC (2-methyl-2-butene), Cl(=O)[O-].[Na+] (sodium chlorite), O.P(=O)(O)(O)[O-].[Na+] (sodium dihydrogen phosphate monohydrate). Solvent: C(C)(C)(C)O (t-butanol), O (water). Conditions: time 8 hour. Yields the product FC1=CC=C(C=C1)N1N=CC2=C1C=NC=C2C(=O)N[C@@H](CC(=O)O)C2=CC(=NC=C2)S(=O)(=O)C ((S)-3-{[1-(4-fluorophenyl)-1H-pyrazolo[3,4-c]pyridine-4-carbonyl]-amino}-3-(2-methanesulfonyl-pyridin-4-yl)-propionic acid). As a reaction SMILES: [CH3:1][S:2]([C:5]1[CH:10]=[C:9]([C@@H:11]([NH:15][C:16]([C:18]2[C:19]3[CH:26]=[N:25][N:24]([C:27]4[CH:32]=[CH:31][C:30]([F:33])=[CH:29][CH:28]=4)[C:20]=3[CH:21]=[N:22][CH:23]=2)=[O:17])[CH2:12][CH:13]=[O:14])[CH:8]=[CH:7][N:6]=1)(=[O:4])=[O:3].CC(=CC)C.Cl([O-])=[O:40].[Na+].O.P([O-])(O)(O)=O.[Na+]>C(O)(C)(C)C.O>[F:33][C:30]1[CH:29]=[CH:28][C:27]([N:24]2[C:20]3[CH:21]=[N:22][CH:23]=[C:18]([C:16]([NH:15][C@H:11]([C:9]4[CH:8]=[CH:7][N:6]=[C:5]([S:2]([CH3:1])(=[O:4])=[O:3])[CH:10]=4)[CH2:12][C:13]([OH:40])=[O:14])=[O:17])[C:19]=3[CH:26]=[N:25]2)=[CH:32][CH:31]=1 |f:2.3,4.5.6|. Reported procedure: To a room temperature solution of 1-(4-fluorophenyl)-1H-pyrazolo[3,4-c]pyridine-4-carboxylic acid[(S)-1-(2-methanesulfonyl-pyridin-4-yl)-3-oxo-propyl]-amide (0.10 g, 0.21 mmol) and 2-methyl-2-butene (147 μL, 1.39 mmol) in t-butanol (1 mL) was added a solution of 80% sodium chlorite (31 mg, 0.28 mmol) and sodium dihydrogen phosphate monohydrate (38 mg, 0.28 mmol) in water (400 μL) (addition was exothermic). The mixture stirred overnight and was then concentrated in vacuo, acidified with 1 N aqueo... Reactants: [BH4-], CC(=O)c1ccc2c(c1)C(N1CCCCC1)C(O)C(C)(C)O2, CO, [Na+], O. Product: CC(O)c1ccc2c(c1)C(N1CCCCC1)C(O)C(C)(C)O2. Reaction SMILES: [BH4-:23].[C:1]([CH3:2])(=[O:3])[c:4]1[cH:5][c:6]2[c:7]([cH:21][cH:22]1)[O:8][C:9]([CH3:19])([CH3:20])[CH:10]([OH:18])[CH:11]2[N:12]1[CH2:13][CH2:14][CH2:15][CH2:16][CH2:17]1.[CH3:25][OH:26].[Na+:24].[OH2:27]>>[CH:1]([CH3:2])([OH:3])[c:4]1[cH:5][c:6]2[c:7]([cH:21][cH:22]1)[O:8][C:9]([CH3:19])([CH3:20])[CH:10]([OH:18])[CH:11]2[N:12]1[CH2:13][CH2:14][CH2:15][CH2:16][CH2:17]1. Starting materials: NC1=NC=CC(=N1)[C@@H](C)O ((R)-1-(2-aminopyrimidin-4-yl)ethanol), CC(C)(C)[O-].[K+] (potassium 2-methylpropan-2-olate), FC1=NC=CC=C1C(F)(F)F (2-fluoro-3-(trifluoromethyl)pyridine). The solvent is CN1CCOCC1 (N-methylmorpholine). Reaction conditions: temperature 100 celsius, time 30 minute. Product: FC(C=1C(=NC=CC1)O[C@H](C)C1=NC(=NC=C1)N)(F)F ((R)-4-(1-(3-(trifluoromethyl)pyridin-2-yloxy)ethyl)pyrimidin-2-amine). Isolated yield 73.9%. As a reaction SMILES: [NH2:1][C:2]1[N:7]=[C:6]([C@H:8]([OH:10])[CH3:9])[CH:5]=[CH:4][N:3]=1.CC([O-])(C)C.[K+].F[C:18]1[C:23]([C:24]([F:27])([F:26])[F:25])=[CH:22][CH:21]=[CH:20][N:19]=1>CN1CCOCC1>[F:25][C:24]([F:27])([F:26])[C:23]1[C:18]([O:10][C@@H:8]([C:6]2[CH:5]=[CH:4][N:3]=[C:2]([NH2:1])[N:7]=2)[CH3:9])=[N:19][CH:20]=[CH:21][CH:22]=1 |f:1.2|. Procedure: To a solution of (R)-1-(2-aminopyrimidin-4-yl)ethanol (6a) (250 mg) in dry N-methylmorpholine (4 mL) at ambient temperature was added potassium 2-methylpropan-2-olate (222 mg) and the solution was left to stir for 30 min then 2-fluoro-3-(trifluoromethyl)pyridine (282 mg) was added the mixture was stirred for 10 min at ambient temperature and then heated to 100° C. with microwave irradiation for 2 minutes then cooled and quenched into water (50 mL). The precipitated solid was filtered and washed ... Procedure: In 20 ml of benzene was dissolved 1.0 g of methyl 6-(4-chlorophenyl)-1-(4-fluorophenyl)-4-oxo-1,4,5,6-tetrahydronicotinate, and to the resulting solution was added a mixed solution of 0.7 g of 2,3-dichloro-5,6-dicyano-p-benzoquinone and 5 ml of benzene at 80° C., after which they were reacted at the same temperature for 30 minutes. After completion of the reaction, the solvent was removed from the reaction mixture by distillation under reduced pressure, and the residue was suspended in 30 ml of ... The reactants are ClC1=CC=C(C=C1)C1N(C=C(C(=O)OC)C(C1)=O)C1=CC=C(C=C1)F (methyl 6-(4-chlorophenyl)-1-(4-fluorophenyl)-4-oxo-1,4,5,6-tetrahydronicotinate), ClC=1C(C(=C(C(C1Cl)=O)C#N)C#N)=O (2,3-dichloro-5,6-dicyano-p-benzoquinone). Solvent: C1=CC=CC=C1 (benzene), C1=CC=CC=C1 (benzene). Reaction SMILES: [Cl:1][C:2]1[CH:7]=[CH:6][C:5]([CH:8]2[CH2:17][C:16](=[O:18])[C:11]([C:12]([O:14][CH3:15])=[O:13])=[CH:10][N:9]2[C:19]2[CH:24]=[CH:23][C:22]([F:25])=[CH:21][CH:20]=2)=[CH:4][CH:3]=1.ClC1C(=O)C(C#N)=C(C#N)C(=O)C=1Cl>C1C=CC=CC=1>[Cl:1][C:2]1[CH:3]=[CH:4][C:5]([C:8]2[N:9]([C:19]3[CH:20]=[CH:21][C:22]([F:25])=[CH:23][CH:24]=3)[CH:10]=[C:11]([C:16](=[O:18])[CH:17]=2)[C:12]([O:14][CH3:15])=[O:13])=[CH:6][CH:7]=1. The product is ClC1=CC=C(C=C1)C=1N(C=C(C(=O)OC)C(C1)=O)C1=CC=C(C=C1)F (methyl 6-(4-chlorophenyl)-1-(4-fluorophenyl)-4-oxo-1,4-dihydronicotinate). Isolated yield 85.5%.